Dataset: the Open Reaction Database (ORD), a public repository of structured organic reaction records. Task: describe an organic reaction: reactants, conditions, products, and yield Reactants: ClC1=CC=2C3=C(NC2C=C1)CCN(C3)C (8-chloro-2,3,4,5-tetrahydro-2-methyl-1H-pyrido[4,3-b]indole), FC(N1C(C=CC(=C1)C=C)=O)(F)F (1-(trifluoromethyl)-5-vinylpyridin-2(1H)-one), [OH-].[K+] (KOH). Solvent: CN1CCCC1=O (NMP). Yields the product ClC1=CC=2C3=C(N(C2C=C1)CCC=1C=CC(N(C1)C(F)(F)F)=O)CCN(C3)C (5-(2-(8-chloro-1,2,3,4-tetrahydro-2-methylpyrido[4,3-b]indol-5-yl)ethyl)-1-(trifluoromethyl)pyridin-2(1H)-one). RXN SMILES: [Cl:1][C:2]1[CH:10]=[CH:9][C:8]2[NH:7][C:6]3[CH2:11][CH2:12][N:13]([CH3:15])[CH2:14][C:5]=3[C:4]=2[CH:3]=1.[F:16][C:17]([F:28])([F:27])[N:18]1[CH:23]=[C:22]([CH:24]=[CH2:25])[CH:21]=[CH:20][C:19]1=[O:26].[OH-].[K+]>CN1C(=O)CCC1>[Cl:1][C:2]1[CH:10]=[CH:9][C:8]2[N:7]([CH2:25][CH2:24][C:22]3[CH:21]=[CH:20][C:19](=[O:26])[N:18]([C:17]([F:28])([F:16])[F:27])[CH:23]=3)[C:6]3[CH2:11][CH2:12][N:13]([CH3:15])[CH2:14][C:5]=3[C:4]=2[CH:3]=1 |f:2.3|. Procedure details: The title compound is prepared from a mixture of 8-chloro-2,3,4,5-tetrahydro-2-methyl-1H-pyrido[4,3-b]indole, 1-(trifluoromethyl)-5-vinylpyridin-2(1H)-one and KOH (5-7 equiv) in NMP at a temperature ranging between 25 deg C. to 100 deg C. The product obtained is isolated by preparative HPLC.